Dataset: the Open Reaction Database (ORD), a public repository of structured organic reaction records. Task: describe an organic reaction: reactants, conditions, products, and yield Reactants: O=C(CC(=O)OCC)CC(C#C)=O (ethyl 3,5-dioxo-6-heptynoate), B.C1CCOC1 (BH3.THF), (S)-N-(P-naphthyl)methyl-2-pyrrolidine methanol, aluminum tri-i-propoxide. Solvent: C1CCOC1 (THF), CO (methanol). Run at time 20 hour. Yields the product OC(CC(=O)OCC)CC(C#C)O (ethyl 3,5-dihydroxy-6-heptynoate), desired product. As a reaction SMILES: [O:1]=[C:2]([CH2:9][C:10](=[O:13])[C:11]#[CH:12])[CH2:3][C:4]([O:6][CH2:7][CH3:8])=[O:5].B.C1COCC1>C1COCC1.CO>[OH:1][CH:2]([CH2:9][CH:10]([OH:13])[C:11]#[CH:12])[CH2:3][C:4]([O:6][CH2:7][CH3:8])=[O:5] |f:1.2|. Procedure details: 50 mg (0.27 mmol) of ethyl 3,5-dioxo-6-heptynoate was dissolved in 5 ml of THF and 52 ml of methanol. Then, with or without addition of aluminum tri-i-propoxide as a metal reagent, a reaction was conducted at 20° C. for 20 hours using 5.4 ml of a 1.0M BH3.THF solution and 6.2 mg (0.027 mmol) of the (S)-N-(P-naphthyl)methyl-2-pyrrolidine methanol (compound (S)-II-1) obtained in Example 1, to obtain ethyl 3,5-dihydroxy-6-heptynoate (VI-2) as oily desired product. Reactants: IC1=C(N(C(=N1)C=1C=NC(=CC1)C(F)(F)F)C)C(=O)N1CCC(CC1)N1CCCC1 ([5-iodo-3-methyl-2-(6-trifluoromethyl-pyridin-3-yl)-3H-imidazol-4-yl]-(4-pyrrolidin-1-yl-piperidin-1-yl)-methanone), N1=CN=CC(=C1)B(O)O (pyrimidine-5-yl-boronic acid). Product: CN1C(=NC(=C1C(=O)N1CCC(CC1)N1CCCC1)C=1C=NC=NC1)C=1C=NC(=CC1)C(F)(F)F ([3-Methyl-5-pyrimidin-5-yl-2-(6-trifluoromethyl-pyridin-3-yl)-3H-imidazol-4-yl]-(4-pyrrolidin-1-yl-piperidin-1-yl)-methanone). RXN SMILES: I[C:2]1[N:6]=[C:5]([C:7]2[CH:8]=[N:9][C:10]([C:13]([F:16])([F:15])[F:14])=[CH:11][CH:12]=2)[N:4]([CH3:17])[C:3]=1[C:18]([N:20]1[CH2:25][CH2:24][CH:23]([N:26]2[CH2:30][CH2:29][CH2:28][CH2:27]2)[CH2:22][CH2:21]1)=[O:19].[N:31]1[CH:36]=[C:35](B(O)O)[CH:34]=[N:33][CH:32]=1>>[CH3:17][N:4]1[C:3]([C:18]([N:20]2[CH2:25][CH2:24][CH:23]([N:26]3[CH2:30][CH2:29][CH2:28][CH2:27]3)[CH2:22][CH2:21]2)=[O:19])=[C:2]([C:35]2[CH:36]=[N:31][CH:32]=[N:33][CH:34]=2)[N:6]=[C:5]1[C:7]1[CH:8]=[N:9][C:10]([C:13]([F:16])([F:15])[F:14])=[CH:11][CH:12]=1. Reported procedure: In analogy to the procedure described for example 7, [5-iodo-3-methyl-2-(6-trifluoromethyl-pyridin-3-yl)-3H-imidazol-4-yl]-(4-pyrrolidin-1-yl-piperidin-1-yl)-methanone (example 116) was reacted with pyrimidine-5-yl-boronic acid to give the title compound as colorless amorphous solid. MS: 486.3 (MH+). Starting materials: BrCC1=NSC2=C1C=CC(=C2)F (3-Bromomethyl-6-fluoro-1,2-benzisothiazole), Cl.FC1=CC=C(C=C1)S(=O)(=O)CC1CNC1 (3-{[(4-fluorophenyl)sulfonyl]methyl}azetidine hydrochloride), C([O-])([O-])=O.[K+].[K+] (potassium carbonate). Solvent: CN(C)C=O (DMF), [OH-].[Na+] (sodium hydroxide). Reaction conditions: time 18 hour. The product is Cl.FC1=CC2=C(C(=NS2)CN2CC(C2)CS(=O)(=O)C2=CC=C(C=C2)F)C=C1 (6-Fluoro-3-[(3-{[(4-fluorophenyl)sulfonyl]methyl}azetidin-1-yl)methyl]-1,2-benzisothiazole hydrochloride). The yield is 23.2%. As a reaction SMILES: Br[CH2:2][C:3]1[C:7]2[CH:8]=[CH:9][C:10]([F:12])=[CH:11][C:6]=2[S:5][N:4]=1.[ClH:13].[F:14][C:15]1[CH:20]=[CH:19][C:18]([S:21]([CH2:24][CH:25]2[CH2:28][NH:27][CH2:26]2)(=[O:23])=[O:22])=[CH:17][CH:16]=1.C(=O)([O-])[O-].[K+].[K+]>CN(C=O)C.[OH-].[Na+]>[ClH:13].[F:12][C:10]1[CH:9]=[CH:8][C:7]2[C:3]([CH2:2][N:27]3[CH2:28][CH:25]([CH2:24][S:21]([C:18]4[CH:19]=[CH:20][C:15]([F:14])=[CH:16][CH:17]=4)(=[O:23])=[O:22])[CH2:26]3)=[N:4][S:5][C:6]=2[CH:11]=1 |f:1.2,3.4.5,7.8,9.10|. Procedure details: 3-Bromomethyl-6-fluoro-1,2-benzisothiazole (73 mg, 0.3 mmol) was added to a mixture of 3-{[(4-fluorophenyl)sulfonyl]methyl}azetidine hydrochloride (57 mg, 0.21 mmol) and potassium carbonate (91 mg, 0.66 mmol) in DMF (2 mL) and the resulting mixture stirred at room temperature for 18 h. The mixture was diluted with 0.5M sodium hydroxide solution (20 mL) and extracted with EtOAc (2×10 mL). The organic extracts were washed with saturated brine (10 mL), combined, dried (MgSO4) and concentrated. The ... Reactants: Oc1ccc(Br)c(Cc2ccccc2)n1, CN(C)C=O, O=C1CCC(=O)N1I, O. Yields the product Oc1nc(Cc2ccccc2)c(Br)cc1I. RXN SMILES: [CH2:9]([c:10]1[cH:11][cH:12][cH:13][cH:14][cH:15]1)[c:16]1[n:17][c:18]([OH:23])[cH:19][cH:20][c:21]1[Br:22].[CH3:24][N:25]([CH3:26])[CH:27]=[O:28].[I:1][N:2]1[C:3](=[O:4])[CH2:5][CH2:6][C:7]1=[O:8].[OH2:29]>>[I:1][c:19]1[c:18]([OH:23])[n:17][c:16]([CH2:9][c:10]2[cH:11][cH:12][cH:13][cH:14][cH:15]2)[c:21]([Br:22])[cH:20]1. Reactants: C1=NC2=C(N1[C@H]3[C@@H]([C@H](O3)CO)CO)N=C(N=C2N)N (2-amino-OXT-A), P(=O)([O-])([O-])[O-] (phosphate), 20. Reaction SMILES: [CH:1]1[N:5]([C@@H:6]2[O:9][C@H:8]([CH2:10][OH:11])[C@H:7]2[CH2:12][OH:13])[C:4]2[N:14]=[C:15]([NH2:19])[N:16]=[C:17](N)[C:3]=2[N:2]=1.P([O-])([O-])([O-])=[O:21]>[C@@H]1(N2C3N=CN=C(N)C=3N=C2)O[C@H](COP(O)(O)=O)[C@@H](O)[C@H]1O>[CH:1]1[N:5]([C@@H:6]2[O:9][C@H:8]([CH2:10][OH:11])[C@H:7]2[CH2:12][OH:13])[C:4]2[NH:14][C:15]([NH2:19])=[N:16][C:17](=[O:21])[C:3]=2[N:2]=1. Procedure details: After 2.0 g of 2-amino-OXT-A was dissolved in 300 ml of 1/10M phosphate buffer (pH 6.5), 200 units of 5'-adenylic acid deaminase (manufactured by Sigma Co., A-1907) were added to the solution followed by stirring at 37° C. for 50 hours. After the reaction solution was passed through a column packed with MCI® GEL CHP 20 (300 ml) and the reaction products were adsorbed onto it, the products were eluted by water. Fractions showing an Rf value of about 0.42 in silica gel TLC [developing solvent: n-b... The product is C1=NC2=C(N1[C@H]3[C@@H]([C@H](O3)CO)CO)NC(=NC2=O)N (OXT-G). Reaction conditions: temperature 37 celsius, time 50 hour. Solvent: 1, [C@@H]1([C@H](O)[C@H](O)[C@@H](COP(=O)(O)O)O1)N1C=NC=2C(N)=NC=NC12 (5'-adenylic acid).